Dataset: the Open Reaction Database (ORD), a public repository of structured organic reaction records. Task: describe an organic reaction: reactants, conditions, products, and yield Starting materials: [C-]#N.[Na+] (sodium cyanide), ClC=1N=CC2=C(N1)N(C(=C2)CO)C2CCCC2 ((2-chloro-7-cyclopentyl-7H-pyrrolo[2,3-d]pyrimidin-6-yl)methanol), CNC (dimethylamine), N[C@@H](C)C(=O)O (Ala). Reagents/catalysts: [O-2].[Mn+4].[O-2] (manganese(IV) oxide), [O-2].[Mn+4].[O-2] (manganese(IV) oxide), [O-2].[Mn+4].[O-2] (manganese (IV) oxide). The solvent is CN(C=O)C (N,N-dimethylformamide). Run at time 30 minute. Product: ClC=1N=CC2=C(N1)N(C(=C2)C(=O)N(C)C)C2CCCC2 (2-Chloro-7-cyclopentyl-N,N-dimethyl-7H-pyrrolo[2,3-d]pyrimidine-6-carboxamide). Reaction SMILES: [C-]#N.[Na+].[Cl:4][C:5]1[N:6]=[CH:7][C:8]2[CH:13]=[C:12]([CH2:14][OH:15])[N:11]([CH:16]3[CH2:20][CH2:19][CH2:18][CH2:17]3)[C:9]=2[N:10]=1.[CH3:21][NH:22][CH3:23].N[C@H](C(O)=O)C>[O-2].[Mn+4].[O-2].CN(C)C=O>[Cl:4][C:5]1[N:6]=[CH:7][C:8]2[CH:13]=[C:12]([C:14]([N:22]([CH3:23])[CH3:21])=[O:15])[N:11]([CH:16]3[CH2:17][CH2:18][CH2:19][CH2:20]3)[C:9]=2[N:10]=1 |f:0.1,5.6.7|. Reported procedure: A dry, nitrogen-flushed ACE-100 L Reaction vessel is charged with 97.3 g of sodium cyanide, 2,500 g of (2-chloro-7-cyclopentyl-7H-pyrrolo[2,3-d]pyrimidin-6-yl)methanol, A1e, 16,680 g (19.5 L) of dimethylamine, Ala (2.0M solution in THF), and 28,320 g (30.0 L) of anhydrous N,N-dimethylformamide. The mixture is stirred at 20±3° C. for 15 min 2.06 kg of manganese(IV) oxide is then added. The dark slurry is stirred for 30 min and 12.36 Kg of manganese (IV) oxide is added in three portions (1st porti... Reactants: N1CCNCC1 (piperazine), ClC=1NS(C2=C(N1)C=CC(=C2)Cl)(=O)=O (3,7-dichloro-2H-1,2,4-benzothiadiazine 1,1-dioxide). Solvent: CO (methanol). Conditions: time 3 hour. Yields the product ClC1=CC2=C(N=C(NS2(=O)=O)N2CCNCC2)C=C1 (7-Chloro-3-(1-piperazinyl)-2H-1,2,4-benzothiadiazine 1,1-dioxide). Isolated yield 65.1%. RXN SMILES: [NH:1]1[CH2:6][CH2:5][NH:4][CH2:3][CH2:2]1.Cl[C:8]1[NH:9][S:10](=[O:20])(=[O:19])[C:11]2[CH:17]=[C:16]([Cl:18])[CH:15]=[CH:14][C:12]=2[N:13]=1>CO>[Cl:18][C:16]1[CH:15]=[CH:14][C:12]2[N:13]=[C:8]([N:1]3[CH2:6][CH2:5][NH:4][CH2:3][CH2:2]3)[NH:9][S:10](=[O:20])(=[O:19])[C:11]=2[CH:17]=1. Reported procedure: To a stirred solution of 3.4 g of anhydrous piperazine in 25 ml of methanol is added 5.0 g of 3,7-dichloro-2H-1,2,4-benzothiadiazine 1,1-dioxide, while the mixture is cooled in an ice bath. After the addition, the mixture is stirred at room temperature for 3 hours. The crystalline precipitate is collected by suction filtration and treated with a mixture of 2 ml of concentrated hydrochloric acid and 40 ml of water. After removal of the insoluble materials by suction filtration, the filtrate is ad...